From a dataset of the Open Reaction Database (ORD), a public repository of structured organic reaction records. describe an organic reaction: reactants, conditions, products, and yield Starting materials: calixarene, FC=1C(=C(C(=C(C1F)F)F)O)C(C(F)(F)F)(C(F)(F)F)C(F)(F)F (perfluoro-tert-butylphenol), FC1=CC=C(C=C1)[N+](=O)[O-] (p-fluoro-nitrobenzene), calixarene, calixarene. Run in C(OC)COC (monoglyme). The product is [N+](=O)([O-])C1=CC=CC=C1 (nitrobenzene). RXN SMILES: FC1C(C(C(F)(F)F)(C(F)(F)F)C(F)(F)F)=C(O)C(F)=C(F)C=1F.F[C:26]1[CH:31]=[CH:30][C:29]([N+:32]([O-:34])=[O:33])=[CH:28][CH:27]=1>C(COC)OC>[N+:32]([C:29]1[CH:30]=[CH:31][CH:26]=[CH:27][CH:28]=1)([O-:34])=[O:33]. Procedure: Yet another alternative strategy for the formation of calixarene conjugates involves first derivatizing pre-calixarene monomers followed by the formation of a calixarene structure. For example, perfluoro-tert-butylphenol monomers may be prepared by reacting p-fluoro-nitrobenzene with Cs+C(CF3)3 -- in monoglyme to yield nitrobenzene, followed by reduction of the nitro group to an amino group, diazotization of the amino group to yield a diazonium salt, and hydrolysis to yield a hydroxy group. In t... Product: CCCOc1ccc(-c2ccc(-c3ccc(C=O)[se]3)cc2)c(F)c1F. RXN SMILES: [CH2:38]1[O:39][CH2:40][CH2:41][CH2:42]1.[CH3:1][CH2:2][CH2:3][CH2:4][Li:5].[CH:29](=[O:30])[N:31]1[CH2:32][CH2:33][O:34][CH2:35][CH2:36]1.[ClH:37].[F:6][c:7]1[c:8](-[c:18]2[cH:19][cH:20][c:21](-[c:24]3[se:25][cH:26][cH:27][cH:28]3)[cH:22][cH:23]2)[cH:9][cH:10][c:11]([O:14][CH2:15][CH2:16][CH3:17])[c:12]1[F:13].[OH2:43]>>[F:6][c:7]1[c:8](-[c:18]2[cH:19][cH:20][c:21](-[c:24]3[se:25][c:26]([CH:29]=[O:30])[cH:27][cH:28]3)[cH:22][cH:23]2)[cH:9][cH:10][c:11]([O:14][CH2:15][CH2:16][CH3:17])[c:12]1[F:13]. Reactants: C1CCOC1, [Li]CCCC, O=CN1CCOCC1, Cl, CCCOc1ccc(-c2ccc(-c3ccc[se]3)cc2)c(F)c1F, O.